Dataset: the Open Reaction Database (ORD), a public repository of structured organic reaction records. Task: describe an organic reaction: reactants, conditions, products, and yield Starting materials: CN(C)C=Nc1ccn(C2OC(C(O[SiH2]C(C)(C)C)(c3ccccc3)c3ccccc3)C(O)C2(C)O)c(=O)n1, CC(C)C(NC(=O)OC(C)(C)C)C(=O)O, C1CCOC1, CN(C)c1ccncc1, CN(C)C=O. Yields the product CC(C)C(NC(=O)OC(C)(C)C)C(=O)OC1C(C(O[SiH2]C(C)(C)C)(c2ccccc2)c2ccccc2)OC(n2ccc(N=CN(C)C)nc2=O)C1(C)O. As a reaction SMILES: [C:1]([CH3:2])([CH3:3])([CH3:4])[SiH2:5][O:6][C:7]([CH:8]1[CH:9]([OH:27])[C:10]([CH3:25])([OH:26])[CH:11]([n:13]2[c:14](=[O:24])[n:15][c:16]([N:19]=[CH:20][N:21]([CH3:22])[CH3:23])[cH:17][cH:18]2)[O:12]1)([c:28]1[cH:29][cH:30][cH:31][cH:32][cH:33]1)[c:34]1[cH:35][cH:36][cH:37][cH:38][cH:39]1.[C:40](=[O:41])([O:42][C:43]([CH3:44])([CH3:45])[CH3:46])[NH:47][CH:48]([CH:49]([CH3:50])[CH3:51])[C:52](=[O:53])[OH:54].[CH2:64]1[O:65][CH2:66][CH2:67][CH2:68]1.[CH3:55][N:56]([c:57]1[cH:58][cH:59][n:60][cH:61][cH:62]1)[CH3:63].[O:69]=[CH:70][N:71]([CH3:72])[CH3:73]>>[C:1]([CH3:2])([CH3:3])([CH3:4])[SiH2:5][O:6][C:7]([CH:8]1[CH:9]([O:27][C:52]([CH:48]([NH:47][C:40](=[O:41])[O:42][C:43]([CH3:44])([CH3:45])[CH3:46])[CH:49]([CH3:50])[CH3:51])=[O:53])[C:10]([CH3:25])([OH:26])[CH:11]([n:13]2[c:14](=[O:24])[n:15][c:16]([N:19]=[CH:20][N:21]([CH3:22])[CH3:23])[cH:17][cH:18]2)[O:12]1)([c:28]1[cH:29][cH:30][cH:31][cH:32][cH:33]1)[c:34]1[cH:35][cH:36][cH:37][cH:38][cH:39]1. Starting materials: C(C1=CC=CC=C1)N1C(=C(C=C1C1=CC=CC=C1)C(=O)OC)Cl (methyl 1-benzyl-2-chloro-5-phenyl-1H-pyrrole-3-carboxylate), [H-].C(C(C)C)[Al+]CC(C)C (diisobutylaluminium hydride). Solvent: C(Cl)Cl (DCM). Run at temperature -78 celsius, time 2 hour. The product is C(C1=CC=CC=C1)N1C(=C(C=C1C1=CC=CC=C1)CO)Cl ((1-benzyl-2-chloro-5-phenyl-1H-pyrrol-3-yl)methanol). Isolated yield 90.0%. As a reaction SMILES: [CH2:1]([N:8]1[C:12]([C:13]2[CH:18]=[CH:17][CH:16]=[CH:15][CH:14]=2)=[CH:11][C:10]([C:19](OC)=[O:20])=[C:9]1[Cl:23])[C:2]1[CH:7]=[CH:6][CH:5]=[CH:4][CH:3]=1.[H-].C([Al+]CC(C)C)C(C)C>C(Cl)Cl>[CH2:1]([N:8]1[C:12]([C:13]2[CH:14]=[CH:15][CH:16]=[CH:17][CH:18]=2)=[CH:11][C:10]([CH2:19][OH:20])=[C:9]1[Cl:23])[C:2]1[CH:3]=[CH:4][CH:5]=[CH:6][CH:7]=1 |f:1.2|. Procedure details: A solution (0.24 M) of methyl 1-benzyl-2-chloro-5-phenyl-1H-pyrrole-3-carboxylate in DCM at −78° C. was treated with diisobutylaluminium hydride (1 M solution in DCM, 2.5 eq.). The resulting solution was stirred at −78° C. for 2 h then it was warmed to 0° C. and quenched with MeOH. The Rochelle solution (10% wt sodium and potassium tartrate) was added and the mixture was stirred at RT for 1 h (until two phases came out). The mixture was extracted with DCM and the combined organic phase was treat...